This data is from the Open Reaction Database (ORD), a public repository of structured organic reaction records. The task is: describe an organic reaction: reactants, conditions, products, and yield The reactants are Nc1c(C(=O)O)cccc1C(=O)C(F)(F)F, O=S(Cl)Cl. Product: Nc1c(C(=O)Cl)cccc1C(=O)C(F)(F)F. RXN SMILES: [F:1][C:2]([C:3](=[O:4])[c:5]1[c:6]([NH2:14])[c:7]([C:8](=[O:9])[OH:10])[cH:11][cH:12][cH:13]1)([F:15])[F:16].[S:17]([Cl:18])([Cl:19])=[O:20]>>[F:1][C:2]([C:3](=[O:4])[c:5]1[c:6]([NH2:14])[c:7]([C:8](=[O:9])[Cl:19])[cH:11][cH:12][cH:13]1)([F:15])[F:16].